Dataset: the Open Reaction Database (ORD), a public repository of structured organic reaction records. Task: describe an organic reaction: reactants, conditions, products, and yield Starting materials: aqueous solution, [OH-].[Na+] (sodium hydroxide), Cl.Cl.Cl.C1(=CC=CC=C1)C(N1CCN(CC1)CCCC=1C=CC=2N(N1)C=C(N2)C(C(=O)OCC)(C)C)C2=CC=CC=C2 (ethyl 2-[6-[3-[4-(diphenylmethyl)piperazino]propyl]imidazo[1,2-b]pyridazin-2-yl]-2-methylpropionate trihydrochloride). Solvent: C(C)O (ethanol). The product is C1(=CC=CC=C1)C(N1CCN(CC1)CCCC=1C=CC=2N(N1)C=C(N2)C(C(=O)O)(C)C)C2=CC=CC=C2 (2-[6-[3-[4-(diphenylmethyl)piperazino]propyl]imidazo[1,2-b]pyridazin-2-yl]-2-methylpropionic acid). The yield is 51.4%. As a reaction SMILES: Cl.Cl.Cl.[C:4]1([CH:10]([C:37]2[CH:42]=[CH:41][CH:40]=[CH:39][CH:38]=2)[N:11]2[CH2:16][CH2:15][N:14]([CH2:17][CH2:18][CH2:19][C:20]3[CH:21]=[CH:22][C:23]4[N:24]([CH:26]=[C:27]([C:29]([CH3:36])([CH3:35])[C:30]([O:32]CC)=[O:31])[N:28]=4)[N:25]=3)[CH2:13][CH2:12]2)[CH:9]=[CH:8][CH:7]=[CH:6][CH:5]=1.[OH-].[Na+]>C(O)C>[C:37]1([CH:10]([C:4]2[CH:9]=[CH:8][CH:7]=[CH:6][CH:5]=2)[N:11]2[CH2:12][CH2:13][N:14]([CH2:17][CH2:18][CH2:19][C:20]3[CH:21]=[CH:22][C:23]4[N:24]([CH:26]=[C:27]([C:29]([CH3:36])([CH3:35])[C:30]([OH:32])=[O:31])[N:28]=4)[N:25]=3)[CH2:15][CH2:16]2)[CH:42]=[CH:41][CH:40]=[CH:39][CH:38]=1 |f:0.1.2.3,4.5|. Reported procedure: 1.08 g of ethyl 2-[6-[3-[4-(diphenylmethyl)piperazino]propyl]imidazo[1,2-b]pyridazin-2-yl]-2-methylpropionate trihydrochloride was dissolved in 8 ml of ethanol; 8.5 ml of a 1 N aqueous solution of sodium hydroxide was added, followed by thermal refluxing for 2 hours. After cooling, the mixture was concentrated under reduced pressure; the residue was diluted with water and ajusted to pH 4.5 by the addition of 1 N hydrochloric acid. The mixture was crystallized by the addition of acetone, washed w... RXN SMILES: [Cl:1][C:2]1[CH:3]=[CH:4][C:5]([CH:17]([F:19])[F:18])=[C:6]([C:8]2[C:9]([C:15]#[N:16])=[CH:10][NH:11][C:12](=[O:14])[CH:13]=2)[CH:7]=1.Br[CH:21]([CH3:25])[C:22]([OH:24])=[O:23]>>[Cl:1][C:2]1[CH:3]=[CH:4][C:5]([CH:17]([F:19])[F:18])=[C:6]([C:8]2[C:9]([C:15]#[N:16])=[CH:10][N:11]([CH:21]([CH3:25])[C:22]([OH:24])=[O:23])[C:12](=[O:14])[CH:13]=2)[CH:7]=1. Reactants: ClC=1C=CC(=C(C1)C=1C(=CNC(C1)=O)C#N)C(F)F (4-[5-chloro-2-(difluoromethyl)phenyl]-6-oxo-1,6-dihydropyridin-3-carbonitrile), BrC(C(=O)O)C (2-bromopropanoic acid). Procedure: 88 mg (0.31 mmol) of 4-[5-chloro-2-(difluoromethyl)phenyl]-6-oxo-1,6-dihydropyridin-3-carbonitrile and 1.5 eq. of 2-bromopropanoic acid (racemate) were reacted according to General Method 4A at 45° C. Yield: 88 mg (purity 92%, 73% of theory) Product: ClC=1C=CC(=C(C1)C1=CC(N(C=C1C#N)C(C(=O)O)C)=O)C(F)F (2-{4-[5-Chloro-2-(difluoromethyl)phenyl]-5-cyano-2-oxopyridin-1(2H)-yl}propanoic acid). The reactants are benzaldehydes, acylated-5-(substituted benzal) hydantoins, C(C)(=O)[O-].[Na+] (sodium acetate), alkali metal alkanoate, C(C)(=O)OC(C)=O (acetic anhydride), N1C(=O)NC(=O)C1 (hydantoin), N1C(=O)NC(=O)C1 (hydantoin), alkali metal alkanoate, C([O-])(O)=O.[K+] (potassium bicarbonate), acid anhydride, substituted benzaldehyde. The solvent is O (water). The product is C(C1=CC(O)=C(O)C=C1)=O (protocatechualdehyde), N1C(=O)NC(=O)C1 (hydantoin), C(C)(=O)[O-].[Na+] (sodium acetate), C(C)(=O)OC(C)=O (acetic anhydride), acetylated 5-(3',4'-diacetoxybenzal) hydantoin. Reaction SMILES: [NH:1]1[CH2:7][C:5](=[O:6])[NH:4][C:2]1=[O:3].[C:8]([O-:11])(=[O:10])[CH3:9].[Na+:12].[C:13]([O:16][C:17](=[O:19])[CH3:18])(=[O:15])[CH3:14].[C:20](=O)(O)[O-].[K+]>O>[CH:5](=[O:6])[C:7]1[CH:20]=[CH:9][C:8]([OH:11])=[C:13]([OH:15])[CH:14]=1.[NH:1]1[CH2:7][C:5](=[O:6])[NH:4][C:2]1=[O:3].[C:8]([O-:11])(=[O:10])[CH3:9].[Na+:12].[C:13]([O:16][C:17](=[O:19])[CH3:18])(=[O:15])[CH3:14] |f:1.2,4.5,9.10|. Procedure details: Similarly, the other acylated-5-(substituted benzal) hydantoins can be prepared by heating the appropriately substituted benzaldehyde and an anhydrous alkali metal alkanoate together with hydantoin and the corresponding acid anhydride. The reaction is generally conducted at an elevated temperature until the reaction is substantially complete. For example, in the reaction of benzaldehydes with hydantoin in the presence of anhydrous sodium acetate and acetic anhydride, the reaction is generally ca... As a reaction SMILES: [CH2:8]([Li:9])[CH2:10][CH2:11][CH3:12].[CH3:23][Si:24]([CH3:25])([CH3:26])[Cl:27].[CH:1]([NH:2][CH:3]([CH3:4])[CH3:5])([CH3:6])[CH3:7].[O:13]1[CH2:14][CH2:15][CH:16]([C:19](=[O:20])[O:21][CH3:22])[CH2:17][CH2:18]1.[O:28]1[CH2:29][CH2:30][CH2:31][CH2:32]1>>[O:13]1[CH2:14][CH2:15][C:16](=[C:19]([O:20][Si:24]([CH3:23])([CH3:25])[CH3:26])[O:21][CH3:22])[CH2:17][CH2:18]1. Product: COC(O[Si](C)(C)C)=C1CCOCC1. Starting materials: [Li]CCCC, C[Si](C)(C)Cl, CC(C)NC(C)C, COC(=O)C1CCOCC1, C1CCOC1.